describe an organic reaction: reactants, conditions, products, and yield From a dataset of the Open Reaction Database (ORD), a public repository of structured organic reaction records. Starting materials: C(C1=CC=CC=C1)OC(=O)N1CCC(CC1)(C(=O)O)CC(=O)O ((1-benzyloxycarbonyl-4-carboxy-piperidin-4-yl)acetic acid), C1(CCCCC1)N=C=NC1CCCCC1 (dicyclohexylcarbodiimide), CN(N)C (1,1-Dimethylhydrazine). Solvent: CN(C=O)C (dimethylformamide). Conditions: time 30 minute. Yields the product C(C1=CC=CC=C1)OC(=O)N1CCC2(CC(N(C2=O)N(C)C)=O)CC1 (8-Benzyloxycarbonyl-2-dimethylamino-2,8-diazaspiro[4,5]decane-1,3-dione). Reaction SMILES: [CH2:1]([O:8][C:9]([N:11]1[CH2:16][CH2:15][C:14]([CH2:20][C:21]([OH:23])=O)([C:17](O)=[O:18])[CH2:13][CH2:12]1)=[O:10])[C:2]1[CH:7]=[CH:6][CH:5]=[CH:4][CH:3]=1.C1(N=C=NC2CCCCC2)CCCCC1.[CH3:39][N:40]([CH3:42])[NH2:41]>CN(C)C=O>[CH2:1]([O:8][C:9]([N:11]1[CH2:16][CH2:15][C:14]2([C:17](=[O:18])[N:41]([N:40]([CH3:42])[CH3:39])[C:21](=[O:23])[CH2:20]2)[CH2:13][CH2:12]1)=[O:10])[C:2]1[CH:7]=[CH:6][CH:5]=[CH:4][CH:3]=1. Reported procedure: To a solution of (1-benzyloxycarbonyl-4-carboxy-piperidin-4-yl)acetic acid (1.28 g) in dimethylformamide (10 ml) was added dicyclohexylcarbodiimide (0.82 g), and this was followed by 30 minutes of stirring at room temperature. 1,1-Dimethylhydrazine (0.62 ml) was then added, and this was also followed by 30 minutes of stirring at room temperature. The solvent was then evaporated under reduced pressure. To the resulting residual oily compound were added acetic anhydride (10 ml) and then anhydrous ...